describe an organic reaction: reactants, conditions, products, and yield From a dataset of the Open Reaction Database (ORD), a public repository of structured organic reaction records. Starting materials: CCN(C(C)C)C(C)C, [Cl-], ClCCl, NCCS(N)(=O)=O, O=C(O)c1cnc(-c2ccccc2)nc1. Yields the product NS(=O)(=O)CCNC(=O)c1cnc(-c2ccccc2)nc1. As a reaction SMILES: [CH:24]([N:25]([CH:26]([CH3:27])[CH3:28])[CH2:29][CH3:30])([CH3:31])[CH3:32].[Cl-:1].[Cl:33][CH2:34][Cl:35].[NH2:17][CH2:18][CH2:19][S:20](=[O:21])(=[O:22])[NH2:23].[c:2]1(-[c:8]2[n:9][cH:10][c:11]([C:14](=[O:15])[OH:16])[cH:12][n:13]2)[cH:3][cH:4][cH:5][cH:6][cH:7]1>>[c:2]1(-[c:8]2[n:9][cH:10][c:11]([C:14](=[O:16])[NH:17][CH2:18][CH2:19][S:20](=[O:21])(=[O:22])[NH2:23])[cH:12][n:13]2)[cH:3][cH:4][cH:5][cH:6][cH:7]1. Reactants: CN(C1CCCN(C2=C1C=CC=C2)C(C2=CC=C(C=C2)[N+](=O)[O-])=O)C (5-dimethylamino-1-(4-nitrobenzoyl)-2,3,4,5-tetrahydro-1H-benzazepine). The reagents and catalysts are [Pd] (Pd-C). Run in C(C)O (ethanol). The product is CN(C1CCCN(C2=C1C=CC=C2)C(C2=CC=C(C=C2)N)=O)C (5-dimethylamino-1-(4-aminobenzoyl)-2,3,4,5-tetrahydro-1H-benzazepine). The yield is 96.0%. Reaction SMILES: [CH3:1][N:2]([CH3:25])[CH:3]1[C:9]2[CH:10]=[CH:11][CH:12]=[CH:13][C:8]=2[N:7]([C:14](=[O:24])[C:15]2[CH:20]=[CH:19][C:18]([N+:21]([O-])=O)=[CH:17][CH:16]=2)[CH2:6][CH2:5][CH2:4]1>C(O)C.[Pd]>[CH3:1][N:2]([CH3:25])[CH:3]1[C:9]2[CH:10]=[CH:11][CH:12]=[CH:13][C:8]=2[N:7]([C:14](=[O:24])[C:15]2[CH:16]=[CH:17][C:18]([NH2:21])=[CH:19][CH:20]=2)[CH2:6][CH2:5][CH2:4]1. Procedure details: In ethanol (500 ml) is dispersed 10% Pd-C (5 g), and thereto is added 5-dimethylamino-1-(4-nitrobenzoyl)-2,3,4,5-tetrahydro-1H-benzazepine (64.1 g), and the mixture is subjected to catalytic reduction at ordinary room temperature under atmospheric pressure. After reduction, 10% Pd-C is removed by filtration, and the filtrate is concentrated under reduced pressure to give 5-dimethylamino-1-(4-aminobenzoyl)-2,3,4,5-tetrahydro-1H-benzazepine (56.1 g) as white powder, mp. 120°-122° C. Starting materials: ClC=1N=NC(=CC1)N1CCN(CC1)C1CC1 (3-chloro-6-(4-cyclopropyl-piperazin-1-yl)-pyridazine), C([O-])([O-])=O.[Na+].[Na+] (sodium carbonate), COC1=C(C=CC(=C1)B1OC(C(O1)(C)C)(C)C)NC(C)=O (N-[2-methoxy-4-(4,4,5,5-tetramethyl-1,3,2-dioxaborolan-2-yl)phenyl]acetamide). The reagents and catalysts are C1=CC=C(C=C1)P(C2=CC=CC=C2)C3=CC=CC=C3.C1=CC=C(C=C1)P(C2=CC=CC=C2)C3=CC=CC=C3.Cl[Pd]Cl (bis(triphenylphosphine)palladium(II)chloride). Solvent: C(C)#N (acetonitrile). Yields the product C1(CC1)N1CCN(CC1)C1=CC=C(N=N1)C1=CC(=C(C=C1)NC(C)=O)OC (N-{4-[6-(4-Cyclopropylpiperazin-1-yl)pyridazin-3-yl]-2-methoxyphenyl}acetamide). As a reaction SMILES: Cl[C:2]1[N:3]=[N:4][C:5]([N:8]2[CH2:13][CH2:12][N:11]([CH:14]3[CH2:16][CH2:15]3)[CH2:10][CH2:9]2)=[CH:6][CH:7]=1.C(=O)([O-])[O-].[Na+].[Na+].[CH3:23][O:24][C:25]1[CH:30]=[C:29](B2OC(C)(C)C(C)(C)O2)[CH:28]=[CH:27][C:26]=1[NH:40][C:41](=[O:43])[CH3:42]>C1C=CC(P(C2C=CC=CC=2)C2C=CC=CC=2)=CC=1.C1C=CC(P(C2C=CC=CC=2)C2C=CC=CC=2)=CC=1.Cl[Pd]Cl.C(#N)C>[CH:14]1([N:11]2[CH2:12][CH2:13][N:8]([C:5]3[N:4]=[N:3][C:2]([C:29]4[CH:28]=[CH:27][C:26]([NH:40][C:41](=[O:43])[CH3:42])=[C:25]([O:24][CH3:23])[CH:30]=4)=[CH:7][CH:6]=3)[CH2:9][CH2:10]2)[CH2:16][CH2:15]1 |f:1.2.3,5.6.7|. Reported procedure: The title compound was prepared from 3-chloro-6-(4-cyclopropyl-piperazin-1-yl)-pyridazine (4.6 g, 19.3 mmol), 1 M sodium carbonate solution (50 mL, 100.5 mmol), acetonitrile (50 mL), bis(triphenylphosphine)palladium(II)chloride (0.68 g, 0.96 mmol) and N-[2-methoxy-4-(4,4,5,5-tetramethyl-1,3,2-dioxaborolan-2-yl)phenyl]acetamide (6.73 g, 23.1 mmol), yield 3.39 g (40%). Starting materials: FC(C=1C=C(C=C(C1)C(F)(F)F)[C@@H]1[C@@H](N(C(O1)=O)CC1=NC(=NC=C1C1=C(N=C(S1)C1=C(C=C(C(=O)O)C=C1)C)C(C)(C)C)S(=O)(=O)C)C)(F)F (4-{5-[4-({(4S,5R)-5-[3,5-bis(trifluoromethyl)phenyl]-4-methyl-2-oxo-1,3-oxazolidin-3-yl}methyl)-2-(methylsulfonyl)pyrimidin-5-yl]-4-tert-butyl-1,3-thiazol-2-yl}-3-methylbenzoic acid), FC(C=1C=C(C=C(C1)C(F)(F)F)[C@@H]1[C@@H](N(C(O1)=O)CC1=NC(=NC=C1C1=C(N=C(S1)C1=C(C=C(C(=O)O)C=C1)C)C(C)(C)C)S(=O)(=O)C)C)(F)F (4-{5-[4-({(4S,5R)-5-[3,5-bis(trifluoromethyl)phenyl]-4-methyl-2-oxo-1,3-oxazolidin-3-yl}methyl)-2-(methylsulfonyl)pyrimidin-5-yl]-4-tert-butyl-1,3-thiazol-2-yl}-3-methylbenzoic acid), Cl.FC1(CNC1)F (3,3-difluoroazetidine hydrochloride), CCN(C(C)C)C(C)C (DIEA). Run in C1CCOC1 (THF). Reaction conditions: temperature 60 celsius, time 15 minute. The product is FC(C=1C=C(C=C(C1)C(F)(F)F)[C@@H]1[C@@H](N(C(O1)=O)CC1=NC(=NC=C1C1=C(N=C(S1)C1=C(C=C(C(=O)O)C=C1)C)C(C)(C)C)N1CC(C1)(F)F)C)(F)F (4-{5-[4-({(4S,5R)-5-[3,5-Bis(trifluoromethyl)phenyl]-4-methyl-2-oxo-1,3-oxazolidin-3-yl}methyl)-2-(3,3-difluoroazetidin-1-yl)pyrimidin-5-yl]-4-tert-butyl-1,3-thiazol-2-yl}-3-methylbenzoic acid). Yield: 88.0%. Reaction SMILES: [F:1][C:2]([F:51])([F:50])[C:3]1[CH:4]=[C:5]([C@H:13]2[O:17][C:16](=[O:18])[N:15]([CH2:19][C:20]3[C:25]([C:26]4[S:30][C:29]([C:31]5[CH:39]=[CH:38][C:34]([C:35]([OH:37])=[O:36])=[CH:33][C:32]=5[CH3:40])=[N:28][C:27]=4[C:41]([CH3:44])([CH3:43])[CH3:42])=[CH:24][N:23]=[C:22](S(C)(=O)=O)[N:21]=3)[C@H:14]2[CH3:49])[CH:6]=[C:7]([C:9]([F:12])([F:11])[F:10])[CH:8]=1.Cl.[F:53][C:54]1([F:58])[CH2:57][NH:56][CH2:55]1.CCN(C(C)C)C(C)C>C1COCC1>[F:11][C:9]([F:10])([F:12])[C:7]1[CH:6]=[C:5]([C@H:13]2[O:17][C:16](=[O:18])[N:15]([CH2:19][C:20]3[C:25]([C:26]4[S:30][C:29]([C:31]5[CH:39]=[CH:38][C:34]([C:35]([OH:37])=[O:36])=[CH:33][C:32]=5[CH3:40])=[N:28][C:27]=4[C:41]([CH3:44])([CH3:43])[CH3:42])=[CH:24][N:23]=[C:22]([N:56]4[CH2:57][C:54]([F:58])([F:53])[CH2:55]4)[N:21]=3)[C@H:14]2[CH3:49])[CH:4]=[C:3]([C:2]([F:1])([F:51])[F:50])[CH:8]=1 |f:1.2|. Procedure: To a solution of 4-{5-[4-({(4S,5R)-5-[3,5-bis(trifluoromethyl)phenyl]-4-methyl-2-oxo-1,3-oxazolidin-3-yl}methyl)-2-(methylsulfonyl)pyrimidin-5-yl]-4-tert-butyl-1,3-thiazol-2-yl}-3-methylbenzoic acid (INTERMEDIATE 52, 80 mg, 0.106 mmol) in THF (5 mL) was added 3,3-difluoroazetidine hydrochloride (41.1 mg, 0.317 mmol) and DIEA (0.092 mL, 0.529 mmol). The reaction mixture was stirred at 60° C. for 15 minutes to see complete conversion by LCMS. The solvent was evaporated, and the residue was purifie... Reactants: ClC1=NC2=CC=CC=C2C(=N1)N(C)C1=CC=C(C=C1)OC ((2-chloro-quinazolin-4-yl)-(4-methoxy-phenyl)-methyl-amine), CNCCCN(C)C (N,N,N-trimethyl-1,3-propane diamine). Product: CN(CCCN(C1=NC2=CC=CC=C2C(=N1)N(C)C1=CC=C(C=C1)OC)C)C (N2-(3-Dimethylamino-propyl)-N4-(4-methoxy-phenyl)-N2,N4-dimethyl-quinazoline-2,4-diamine), oil. Yield: 44.0%. Reaction SMILES: Cl[C:2]1[N:11]=[C:10]([N:12]([C:14]2[CH:19]=[CH:18][C:17]([O:20][CH3:21])=[CH:16][CH:15]=2)[CH3:13])[C:9]2[C:4](=[CH:5][CH:6]=[CH:7][CH:8]=2)[N:3]=1.[CH3:22][NH:23][CH2:24][CH2:25][CH2:26][N:27]([CH3:29])[CH3:28]>>[CH3:28][N:27]([CH3:29])[CH2:26][CH2:25][CH2:24][N:23]([CH3:22])[C:2]1[N:11]=[C:10]([N:12]([C:14]2[CH:19]=[CH:18][C:17]([O:20][CH3:21])=[CH:16][CH:15]=2)[CH3:13])[C:9]2[C:4](=[CH:5][CH:6]=[CH:7][CH:8]=2)[N:3]=1. Procedure: The title compound was prepared from (2-chloro-quinazolin-4-yl)-(4-methoxy-phenyl)-methyl-amine (200 mg, 0.67 mmol) and N,N,N-trimethyl-1,3-propane diamine (116 mg, 1.0 mmol) by a procedure similar to Example 1 and was isolated as a brown oil (112 mg, 44%). 1H NMR (CDCl3) δ 7.5 (d, 1H), 7.4 (m, 1H), 7.15 (d, 2H), 6.9 (m, 3H), 6.6 (m, 1H), 3.81 (s, 3H), 3.78 (t, 2H), 3.5 (s, 3H), 3.48 (s, 3H), 3.3 (s, 3H), 2.4 (m, 2H), 2.2 (s, 3H), 1.8 (m, 2H); LC-MS (ESI+; 380 ([M+H]+)). Reactants: COC=1C=C2C(C(NC2=CC1)=S)C (5-methoxy-3-methylthiooxindole), ClN1C(CCC1=O)=O (N-chlorosuccinimide). Solvent: C(Cl)(Cl)(Cl)Cl (carbon tetrachloride). Yields the product ClC1(C(NC2=CC=C(C=C12)OC)=S)C (3-chloro-5-methoxy-3-methylthiooxindole). As a reaction SMILES: [CH3:1][O:2][C:3]1[CH:4]=[C:5]2[C:9](=[CH:10][CH:11]=1)[NH:8][C:7](=[S:12])[CH:6]2[CH3:13].[Cl:14]N1C(=O)CCC1=O>C(Cl)(Cl)(Cl)Cl>[Cl:14][C:6]1([CH3:13])[C:5]2[C:9](=[CH:10][CH:11]=[C:3]([O:2][CH3:1])[CH:4]=2)[NH:8][C:7]1=[S:12]. Reported procedure: A solution of 5-methoxy-3-methylthiooxindole (420 mg, 2 mmol) and N-chlorosuccinimide (270 mg, 2 mmol) in carbon tetrachloride (74 ml) was stirred at room temperature for 1 hour. The precipitate was removed by filtration and the filtrate was evaporated to dryness, yielding crude 3-chloro-5-methoxy-3-methylthiooxindole. The residue was dissolved in tetrahydrofuran (10 ml) and added to a vigorously stirred slurry of red mercuric oxide (435 mg, 2 mmol) and boron trifluoride etherate (290 mg, 2 mmol...